This data is from the Open Reaction Database (ORD), a public repository of structured organic reaction records. The task is: describe an organic reaction: reactants, conditions, products, and yield Starting materials: C(C)OC(C1=C(C(=CC(=C1)Br)[N+](=O)[O-])SC(N(C)C)=O)=O (5-Bromo-2-dimethylcarbamoylsulfanyl-3-nitro-benzoic acid ethyl ester), B (Borane), B (borane), C(C)OCC (diethyl ether). Solvent: C1CCOC1 (THF), C1CCOC1 (THF). Conditions: time 4 hour. Product: BrC1=CC(=C(C(=C1)[N+](=O)[O-])SC(N(C)C)=O)CO (Dimethyl-thiocarbamic acid S-(4-bromo-2-hydroxymethyl-6-nitro-phenyl)ester). The yield is 79.3%. Reaction SMILES: C([O:3][C:4](=O)[C:5]1[CH:10]=[C:9]([Br:11])[CH:8]=[C:7]([N+:12]([O-:14])=[O:13])[C:6]=1[S:15][C:16](=[O:20])[N:17]([CH3:19])[CH3:18])C.C(OCC)C.B>C1COCC1>[Br:11][C:9]1[CH:8]=[C:7]([N+:12]([O-:14])=[O:13])[C:6]([S:15][C:16](=[O:20])[N:17]([CH3:19])[CH3:18])=[C:5]([CH2:4][OH:3])[CH:10]=1. Reported procedure: 5-Bromo-2-dimethylcarbamoylsulfanyl-3-nitro-benzoic acid ethyl ester (3.0 g, 9.4 mmol) is taken up in THF (40 mL)/diethyl ether (10 mL) and cooled to zero with an ice bath. Borane in THF (1M, 20 mL, 2.1 mmol) is added dropwise to the reaction and then the reaction warmed to room temperature. An additional equivalent of borane is added, and the reaction warmed to 45° C. The reaction is stirred at 45° C. for 4 hours and then the reaction cooled to zero and quenched by the slow addition of saturate... Starting materials: [BH4-].[Na+] (sodium tetrahydroborate), CC1=CC=C(C=C1)CCC(C)=O (1-(4-methylphenyl)butan-3-one), Cl (hydrochloric acid). Run in CO (methanol). The product is CC1=CC=C(C=C1)CCC(C)O (1-(4-methylphenyl)butan-3-ol). Yield: 101.3%. As a reaction SMILES: [CH3:1][C:2]1[CH:7]=[CH:6][C:5]([CH2:8][CH2:9][C:10](=[O:12])[CH3:11])=[CH:4][CH:3]=1.[BH4-].[Na+].Cl>CO>[CH3:1][C:2]1[CH:7]=[CH:6][C:5]([CH2:8][CH2:9][CH:10]([OH:12])[CH3:11])=[CH:4][CH:3]=1 |f:1.2|. Reported procedure: A solution of 1-(4-methylphenyl)butan-3-one (11.4 g, 70.3 mmol) in methanol (80 ml) was cooled, followed by adding thereto sodium tetrahydroborate (1.51 g, 40.0 mmol), and the resulting mixture was stirred at 0° C. for 2 hours. The reaction mixture was added to 1N hydrochloric acid, and the methanol was distilled off under reduced pressure and the residue was extracted with ethyl acetate. The extract solution was washed with a saturated aqueous sodium chloride solution and dried over anhydrous m... Starting materials: C(C)OC(C(C(=O)OCC)=O)=O (diethylketomalonate), CC(=O)C1=CC=C(C=C1)N2C=CN=C2 (4-(imidazol-1-yl)acetophenone). The solvent is C(C)O (ethanol), C(C)O (ethanol). Reaction conditions: time 3 hour. Yields the product C(C)OC(C(C(=O)OCC)(CC(=O)C1=CC=C(C=C1)N1C=NC=C1)O)=O (hydroxy [2-[4-(1H-imidazol-1-yl)-phenyl]-2-oxoethyl]propanedioic acid diethyl ester). The yield is 37.2%. Reaction SMILES: [CH2:1]([O:3][C:4](=[O:12])[C:5](=[O:11])[C:6]([O:8][CH2:9][CH3:10])=[O:7])[CH3:2].[CH3:13][C:14]([C:16]1[CH:21]=[CH:20][C:19]([N:22]2[CH:26]=[N:25][CH:24]=[CH:23]2)=[CH:18][CH:17]=1)=[O:15]>C(O)C>[CH2:9]([O:8][C:6](=[O:7])[C:5]([OH:11])([CH2:13][C:14]([C:16]1[CH:17]=[CH:18][C:19]([N:22]2[CH:23]=[CH:24][N:25]=[CH:26]2)=[CH:20][CH:21]=1)=[O:15])[C:4]([O:3][CH2:1][CH3:2])=[O:12])[CH3:10]. Procedure: A mixture of diethylketomalonate (87.08 g, 0.50 mole) and 4-(imidazol-1-yl)acetophenone (93.1 g, 0.50 mole) is warmed to 95°-100° C. with stirring for three hours. During this time, the original tan slurry is transformed into a black syrup. At the end of three hours, anhydrous ethanol (130 ml) is added with stirring, resulting in a black solution. This solution is cooled to room temperature, an aliquot is removed and scratched to induce crystallization, and the crystals thus obtained returned to... The reactants are ClC1=CC2=C(C=N1)C=NN2C2=CC=CC(=N2)N2CCN(CC2)C(=O)OC(C)(C)C (tert-butyl 4-[6-(6-chloropyrazolo[4,3-c]pyridin-1-yl)-2-pyridyl]piperazine-1-carboxylate), palladium(0)tetrakis(triphenylphosphine), C[Sn](C1=NC(=CN=C1)C)(C)C (trimethyl-(6-methylpyrazin-2-yl)stannane). Solvent: CN(C(C)=O)C (N,N-dimethylacetamide). Run at temperature 150 celsius. Product: CC1=CN=CC(=N1)C1=CC2=C(C=N1)C=NN2C2=CC=CC(=N2)N2CCN(CC2)C(=O)OC(C)(C)C (tert-butyl 4-[6-[6-(6-methylpyrazin-2-yl)pyrazolo[4,3-c]pyridin-1-yl]-2-pyridyl]piperazine-1-carboxylate). Yield: 58.0%. As a reaction SMILES: Cl[C:2]1[N:7]=[CH:6][C:5]2[CH:8]=[N:9][N:10]([C:11]3[N:16]=[C:15]([N:17]4[CH2:22][CH2:21][N:20]([C:23]([O:25][C:26]([CH3:29])([CH3:28])[CH3:27])=[O:24])[CH2:19][CH2:18]4)[CH:14]=[CH:13][CH:12]=3)[C:4]=2[CH:3]=1.C[Sn](C)(C)[C:32]1[CH:37]=[N:36][CH:35]=[C:34]([CH3:38])[N:33]=1>CN(C)C(=O)C>[CH3:38][C:34]1[N:33]=[C:32]([C:2]2[N:7]=[CH:6][C:5]3[CH:8]=[N:9][N:10]([C:11]4[N:16]=[C:15]([N:17]5[CH2:22][CH2:21][N:20]([C:23]([O:25][C:26]([CH3:27])([CH3:29])[CH3:28])=[O:24])[CH2:19][CH2:18]5)[CH:14]=[CH:13][CH:12]=4)[C:4]=3[CH:3]=2)[CH:37]=[N:36][CH:35]=1. Reported procedure: A solution of tert-butyl 4-[6-(6-chloropyrazolo[4,3-c]pyridin-1-yl)-2-pyridyl]piperazine-1-carboxylate (90 mg; 0.22 mmol and palladium(0)tetrakis(triphenylphosphine) (25 mg, 0.022 mmol in N,N-dimethylacetamide; 2.0 mL was added trimethyl-(6-methylpyrazin-2-yl)stannane (112 mg; 0.436 mmol). The reaction mixture was heated at 150° C. for 45 min in a microwave (Biotage). The reaction mixture was filtered through celite and concentrated. The crude product was diluted with EtOAc then washed with wate... The reactants are C(=C)C12C=CC(CC1)C2 (Vinylnorbornene), C=CC=C (butadiene), C1=CC=CC1 (cyclopentadiene), C1C=CC2C1C3CC2C=C3 (dicyclopentadiene), C1C=CC2C1C3CC2C=C3 (dicyclopentadiene), C1=CC=CC1 (cyclopentadiene), C=CC=C (butadiene), C(=C)C12C=CC(CC1)C2 (vinylnorbornene). Run at temperature 220 celsius, time 4 hour. Product: C1C=CC2C1C3CC2C=C3.C(=C)C12C=CC(CC1)C2 (DICYCLOPENTADIENE VINYLNORBORNENE). Reaction SMILES: [CH:1]([C:3]12[CH2:9][CH:6]([CH2:7][CH2:8]1)[CH:5]=[CH:4]2)=[CH2:2].C1CC=CC=1.C=CC=C.[CH2:19]1[CH:23]2[CH:24]3[CH:28]=[CH:27][CH:26]([CH:22]2[CH:21]=[CH:20]1)[CH2:25]3>>[CH2:19]1[CH:23]2[CH:24]3[CH:28]=[CH:27][CH:26]([CH:22]2[CH:21]=[CH:20]1)[CH2:25]3.[CH:1]([C:3]12[CH2:9][CH:6]([CH2:7][CH2:8]1)[CH:5]=[CH:4]2)=[CH2:2] |f:4.5|. Procedure: Vinylnorbornene is a Diels-Alder product of cyclopentadiene and butadiene, which boils at 141 ° C. at atmospheric pressure. Since its boiling point is too low to conduct the desired Diels-Alder cyclopentadiene additions and also to prevent loss of butadiene (i.e. via any retro Diels-Alder reaction) this oligomer was made using a Parr reactor. In a typical procedure 443 g (˜3.69 mole) of vinylnorbornene was placed in he Parr reactor, followed by 162 g (˜1.23 mole) of dicyclopentadiene. Subsequent...